This data is from the Open Reaction Database (ORD), a public repository of structured organic reaction records. The task is: describe an organic reaction: reactants, conditions, products, and yield The reactants are C([O-])(O)=O.[Na+] (sodium bicarbonate), BrBr (bromine), C1(=CC=CC=C1)CCC=O (3-phenyl-propionaldehyde). Solvent: ClCCl (dichloromethane), ClCCl (dichloromethane). Run at time 2 hour. The product is BrC(C=O)CC1=CC=CC=C1 (2-Bromo-3-phenylpropionaldehyde). The yield is 70.1%. RXN SMILES: [Br:1]Br.[C:3]1([CH2:9][CH2:10][CH:11]=[O:12])[CH:8]=[CH:7][CH:6]=[CH:5][CH:4]=1.C(=O)(O)[O-].[Na+]>ClCCl>[Br:1][CH:10]([CH2:9][C:3]1[CH:8]=[CH:7][CH:6]=[CH:5][CH:4]=1)[CH:11]=[O:12] |f:2.3|. Reported procedure: A solution of bromine (15.2 g, 95.1 mmol) in 30 mL of dichloromethane was added to a solution of 3-phenyl-propionaldehyde (13.4 g, 100 mmol) in dichloromethane (150 mL) at 0° C. over 20 minutes. The reaction mixture was allowed to stir for 2 hours and then a saturated aqueous solution of sodium bicarbonate (100 mL) was added to the mixture. The organic layer was separated and the aqueous layer was washed with dichloromethane (50 mL). The combined organic layers were washed with water, a saturate... Starting materials: BrCC(=O)C=1C=CC=2N(C1)C=C(N2)C(=O)NC2=CC=CC=C2 (6-(2-bromoacetyl)-N-phenylimidazo[1,2-a]pyridine-2-carboxamide), NC(=S)N (thiourea). Run in CO (methanol). Product: NC=1SC=C(N1)C=1C=CC=2N(C1)C=C(N2)C(=O)NC2=CC=CC=C2 (6-(2-aminothiazol-4-yl)-N-phenylimidazo[1,2-a]pyridine-2-carboxamide). Isolated yield 35.6%. As a reaction SMILES: Br[CH2:2][C:3]([C:5]1[CH:6]=[CH:7][C:8]2[N:9]([CH:11]=[C:12]([C:14]([NH:16][C:17]3[CH:22]=[CH:21][CH:20]=[CH:19][CH:18]=3)=[O:15])[N:13]=2)[CH:10]=1)=O.[NH2:23][C:24]([NH2:26])=[S:25]>CO>[NH2:26][C:24]1[S:25][CH:2]=[C:3]([C:5]2[CH:6]=[CH:7][C:8]3[N:9]([CH:11]=[C:12]([C:14]([NH:16][C:17]4[CH:22]=[CH:21][CH:20]=[CH:19][CH:18]=4)=[O:15])[N:13]=3)[CH:10]=2)[N:23]=1. Reported procedure: To a suspension of 60 mg of crude 6-(2-bromoacetyl)-N-phenylimidazo[1,2-a]pyridine-2-carboxamide in 10 mL of methanol are added 14 mg of thiourea. The reaction mixture is heated for 45 minutes at reflux and then concentrated to dryness under reduced pressure. The residue is chromatographed on a silica cartridge, eluting with a mixture of dichloromethane and methanol (gradient of from 100/0 to 90/10). The fractions containing the expected product are combined and evaporated to dryness under reduc... Starting materials: O(C1[C@H](O)[C@@H](O)[C@H](O)[C@H](O1)CO)CC (ethyl D-glucopyranoside), C(CCCCCCC)(=O)O (octanoic acid). Reagents/catalysts: C1CSSC1CCCCC(=O)N (Lipozyme). Run in CCCCCC (hexane). The product is C(CCCCCCC)(=O)OC[C@@H]1[C@H]([C@@H]([C@H](C(OCC)O1)O)O)O (ethyl 6-O-octanoyl-D-glucopyranoside). Yield: 98.4%. RXN SMILES: [O:1]([CH2:13][CH3:14])[CH:2]1[O:10][C@H:9]([CH2:11][OH:12])[C@@H:7]([OH:8])[C@H:5]([OH:6])[C@H:3]1[OH:4].[C:15](O)(=[O:23])[CH2:16][CH2:17][CH2:18][CH2:19][CH2:20][CH2:21][CH3:22]>CCCCCC.C1C(CCCCC(N)=O)SSC1>[C:15]([O:12][CH2:11][C@H:9]1[O:10][CH:2]([O:1][CH2:13][CH3:14])[C@H:3]([OH:4])[C@@H:5]([OH:6])[C@@H:7]1[OH:8])(=[O:23])[CH2:16][CH2:17][CH2:18][CH2:19][CH2:20][CH2:21][CH3:22]. Procedure: To a suspension of ethyl D-glucopyranoside (500 g, 2.4 mol prepared according to example 10) and octanoic acid (520 g, 3.6 mol) in hexane (1000 ml) in a stirred batch reactor at 70° C. (reflux) was added immobilized lipase (5 g Lipozyme™, commercial available NOVO lipase prepared from a Mucor Miehei). Stirring was continued and the produced water was removed by azeotropic distillation. The progress of the reaction was followed by HPLC. As the product was being formed, the suspension gradually be... Reactants: BrC1=NC=CC=C1 (2-bromopyridine), C(CCC)[Li] (butyllithium), [NH4+].[Cl-] (NH4Cl), C(CCC)=O (butyraldehyde). Run in C(C)OCC (diethyl ether), O (water). Run at temperature -78 celsius, time 1 hour. The product is N1=C(C=CC=C1)C(CCC)O (1-(Pyridin-2-yl)butan-1-ol). RXN SMILES: Br[C:2]1[CH:7]=[CH:6][CH:5]=[CH:4][N:3]=1.C([Li])CCC.[CH:13](=[O:17])[CH2:14][CH2:15][CH3:16].[NH4+].[Cl-]>C(OCC)C.O>[N:3]1[CH:4]=[CH:5][CH:6]=[CH:7][C:2]=1[CH:13]([OH:17])[CH2:14][CH2:15][CH3:16] |f:3.4|. Procedure: To a solution of 2-bromopyridine (1.1 g, 6.96 mmol, purchased from Sigma-Aldrich) in diethyl ether (8 mL) at −78° C. under N2 was added butyllithium (3.1 mL×2.5 M) over 10 min. The reaction solution was stirred at −78° C. for 1.0 hr. To the mixture was added butyraldehyde (0.602 g, 8.35 mmol, purchased from Sigma-Aldrich) dropwise over 10 min. After stirring at −78° C. for 15 min, the mixture was allowed to warm to rt and stirred at rt for 1.5 hr. The reaction mixture was poured into saturated a... Reactants: Br[C@@H]1[C@@H]2[C@]3(CC[C@@H](C[C@@H]3CC[C@H]2[C@@H]2C[C@H]3[C@H]([C@H](C)[C@]4(O3)CC[C@@H](C)CO4)[C@]2(C1=O)C)O)C ((3β,5α,11β,25R)-11-bromospirostan-3-ol-12-one), C(C)(C)(C)O (t-butanol), [OH-].[Na+] (sodium hydroxide). The solvent is O (water). Run at temperature 83 celsius. The product is C[C@H]1[C@H]2[C@H](C[C@H]3[C@@H]4CC[C@H]5C[C@H](CC[C@]5(C)[C@H]4C([C@H]([C@]23C)O)=O)O)O[C@]12CC[C@@H](C)CO2 ((3β,5α,12β,25R)spirostan-3,12-diol-11-one). RXN SMILES: Br[C@H:2]1[C:28](=[O:29])[C@@:27]2([CH3:30])[C@@H:13]([CH2:14][C@@H:15]3[O:20][C@@:19]4([O:26][CH2:25][C@H:23]([CH3:24])[CH2:22][CH2:21]4)[C@@H:17]([CH3:18])[C@@H:16]32)[C@H:12]2[C@H:3]1[C@:4]1([CH3:32])[C@@H:9]([CH2:10][CH2:11]2)[CH2:8][C@@H:7]([OH:31])[CH2:6][CH2:5]1.C([OH:37])(C)(C)C.[OH-].[Na+]>O>[CH3:18][C@@H:17]1[C@:19]2([O:26][CH2:25][C@H:23]([CH3:24])[CH2:22][CH2:21]2)[O:20][C@H:15]2[CH2:14][C@@H:13]3[C@@:27]([CH3:30])([C@@H:16]12)[C@H:28]([OH:29])[C:2](=[O:37])[C@H:3]1[C@H:12]3[CH2:11][CH2:10][C@@H:9]2[C@:4]1([CH3:32])[CH2:5][CH2:6][C@H:7]([OH:31])[CH2:8]2 |f:2.3|. Reported procedure: A glass lined reactor was charged with 12.4 Kg of (3β,5α,11β,25R)-11-bromospirostan-3-ol-12-one (24.34 mole), 33 gallons of t-butanol, 33 gallons of water and 7.5 Kg (189 mole, 7.75 eq) of sodium hydroxide pellets. The reaction was heated to reflux over 1.5 hours, maintained at reflux for 4.5 hours (pot temperature was 83° C.), then cooled to room temperature. TLC at this point indicated complete reaction. RXN SMILES: [Cl:1][CH2:2][CH2:3][CH2:4][N:5]1[CH2:10][C:9]2[CH:11]=[CH:12][CH:13]=[CH:14][C:8]=2[NH:7][S:6]1(=[O:16])=[O:15].[F:17][C:18]1[CH:19]=[C:20](B(O)O)[CH:21]=[CH:22][CH:23]=1>>[Cl:1][CH2:2][CH2:3][CH2:4][N:5]1[CH2:10][C:9]2[CH:11]=[CH:12][CH:13]=[CH:14][C:8]=2[N:7]([C:22]2[CH:21]=[CH:20][CH:19]=[C:18]([F:17])[CH:23]=2)[S:6]1(=[O:16])=[O:15]. The reactants are ClCCCN1S(NC2=C(C1)C=CC=C2)(=O)=O (3-(3-chloropropyl)-3,4-dihydro-1H-2,1,3-benzothiadiazine 2,2-dioxide), FC=1C=C(C=CC1)B(O)O (m-fluorophenylboronic acid). Reported procedure: In an analogous manner to Example 1 step 7, 3-(3-chloropropyl)-3,4-dihydro-1H-2,1,3-benzothiadiazine 2,2-dioxide (400 mg) was coupled to m-fluorophenylboronic acid to provide 3-(3-chloropropyl)-1-(3-fluorophenyl)-3,4-dihydro-1H-2,1,3-benzothiadiazine 2,2-dioxide (78 mg): The product is ClCCCN1S(N(C2=C(C1)C=CC=C2)C2=CC(=CC=C2)F)(=O)=O (3-(3-chloropropyl)-1-(3-fluorophenyl)-3,4-dihydro-1H-2,1,3-benzothiadiazine 2,2-dioxide). Starting materials: CCOC(=O)Cc1ccc(NC(=O)C2(CCOC)CCN(S(=O)(=O)c3ccccc3Cl)CC2)cc1, C[Al+]C, Cc1ccccc1, CCCCCCC, [Cl-]. Product: CCOC(=O)Cc1ccc(N2CCC3(CCN(S(=O)(=O)c4ccccc4Cl)CC3)C2=O)cc1. RXN SMILES: [CH2:1]([CH3:2])[O:3][C:4]([CH2:5][c:6]1[cH:7][cH:8][c:9]([NH:12][C:13](=[O:14])[C:15]2([CH2:31][CH2:32][O:33][CH3:34])[CH2:16][CH2:17][N:18]([S:21](=[O:22])(=[O:23])[c:24]3[c:25]([Cl:30])[cH:26][cH:27][cH:28][cH:29]3)[CH2:19][CH2:20]2)[cH:10][cH:11]1)=[O:35].[CH3:37][Al+:38][CH3:39].[CH3:40][c:41]1[cH:42][cH:43][cH:44][cH:45][cH:46]1.[CH3:47][CH2:48][CH2:49][CH2:50][CH2:51][CH2:52][CH3:53].[Cl-:36]>>[CH2:1]([CH3:2])[O:3][C:4]([CH2:5][c:6]1[cH:7][cH:8][c:9]([N:12]2[C:13](=[O:14])[C:15]3([CH2:16][CH2:17][N:18]([S:21](=[O:22])(=[O:23])[c:24]4[c:25]([Cl:30])[cH:26][cH:27][cH:28][cH:29]4)[CH2:19][CH2:20]3)[CH2:31][CH2:32]2)[cH:10][cH:11]1)=[O:35].